This data is from the Open Reaction Database (ORD), a public repository of structured organic reaction records. The task is: describe an organic reaction: reactants, conditions, products, and yield The reactants are CCOC(C)=O, O=C(Cl)c1cc(C(F)(F)F)cnc1Cl, N, C1COCCO1, O. Yields the product NC(=O)c1cc(C(F)(F)F)cnc1Cl. As a reaction SMILES: [CH3:23][CH2:24][O:25][C:26](=[O:27])[CH3:28].[Cl:2][c:3]1[c:4]([C:5](=[O:6])[Cl:7])[cH:8][c:9]([C:12]([F:13])([F:14])[F:15])[cH:10][n:11]1.[NH3:1].[O:17]1[CH2:18][CH2:19][O:20][CH2:21][CH2:22]1.[OH2:16]>>[NH2:1][C:5]([c:4]1[c:3]([Cl:2])[n:11][cH:10][c:9]([C:12]([F:13])([F:14])[F:15])[cH:8]1)=[O:6]. Reactants: ClC1=C(C=C(OCCCC#N)C=C1)CN1CCCCC1 (4-(4-chloro-3-piperidinomethylphenoxy)butyronitrile), ClC1=C(C=O)C=C(C=C1)O (2-chloro-5-hydroxybenzaldehyde), N1CCCCC1 (piperidine), [BH4-].[Na+] (sodium borohydride). Solvent: C(C)O (ethanol). Product: ClC1=C(CN2CCCCC2)C=C(C=C1)O (N-(2-chloro-5-hydroxybenzyl)piperidine). RXN SMILES: [Cl:1][C:2]1[CH:13]=[CH:12][C:5]([O:6]CCCC#N)=[CH:4][C:3]=1[CH2:14][N:15]1[CH2:20][CH2:19][CH2:18][CH2:17][CH2:16]1.ClC1C=CC(O)=CC=1C=O.N1CCCCC1.[BH4-].[Na+]>C(O)C>[Cl:1][C:2]1[CH:13]=[CH:12][C:5]([OH:6])=[CH:4][C:3]=1[CH2:14][N:15]1[CH2:20][CH2:19][CH2:18][CH2:17][CH2:16]1 |f:3.4|. Procedure details: In a similar manner to that described in Example 17 4-(4-chloro-3-piperidinomethylphenoxy)butyronitrile was prepared by the reaction of 2-chloro-5-hydroxybenzaldehyde (1.379 g), piperidine (1.8 ml) and sodium borohydride (0.33 g) in absolute ethanol (10 ml) to produce N-(2-chloro-5-hydroxybenzyl)piperidine which was then reacted with 4-bromobutyronitrile to yield the above-mentioned product. The reactants are C(CCCCCCC\C=C/CCCCCCCC)(=O)O.N[C@@H](CCCN)C(=O)O (ornithine oleate), O (water). Product: C(CCCCCCC\C=C/CCCCCCCC)NCCC[C@H](N)C(=O)O (Nδ-oleyl ornithine). Run in C=1(C(=CC=CC1)C)C (xylene). Reported procedure: ornithine oleate (35.0 g) was suspended in 300 ml of xylene using a 600-milliliter reaction vessel. The suspension was boiled through heating, and water formed through azeotropic distillation was removed outside the system. After it was identified that a stoichiometric amount of water was removed (reaction time 3 hours), the residue was cooled. Crystals precipitated were separated through filtration, and washed with 100 ml of a 50% ethanol solution. The crystals were recrystallized from a sulfur... Reaction SMILES: [C:1](O)(=O)[CH2:2][CH2:3][CH2:4][CH2:5][CH2:6][CH2:7][CH2:8]/[CH:9]=[CH:10]\[CH2:11][CH2:12][CH2:13][CH2:14][CH2:15][CH2:16][CH2:17][CH3:18].[NH2:21][C@H:22]([C:27]([OH:29])=[O:28])[CH2:23][CH2:24][CH2:25][NH2:26].O>C1(C)C(C)=CC=CC=1>[CH2:1]([NH:26][CH2:25][CH2:24][CH2:23][C@@H:22]([C:27]([OH:29])=[O:28])[NH2:21])[CH2:2][CH2:3][CH2:4][CH2:5][CH2:6][CH2:7][CH2:8]/[CH:9]=[CH:10]\[CH2:11][CH2:12][CH2:13][CH2:14][CH2:15][CH2:16][CH2:17][CH3:18] |f:0.1|. The yield is 90.1%. Starting materials: N1=CC=CC=C1 (Pyridine), CC1=NNC2=CC(=CC=C12)C(=O)N1CCC2(CC1)OC1=CC=C(C=C1C(C2)=O)C=2C=NN(C2)C (1′-[(3-methyl-1H-indazol-6-yl)carbonyl]-6-(1-methyl-1H-pyrazol-4-yl)spiro[chroman-2,4′-piperidin]-4-one), COC(=O)C1=CC=C(C=C1)B(O)O ([4-(methoxycarbonyl)phenyl]boronic acid). The reagents and catalysts are CC(=O)[O-].CC(=O)[O-].[Cu+2] (Cu(OAc)2). Solvent: C(Cl)Cl (CH2Cl2). Reaction conditions: time 8 hour. Product: CC1=NN(C2=CC(=CC=C12)C(=O)N1CCC2(CC1)OC1=CC=C(C=C1C(C2)=O)C=2C=NN(C2)C)C2=CC=C(C(=O)OC)C=C2 (Methyl 4-(3-methyl-6-{[6-(1-methyl-1H-pyrazol-4-yl)-4-oxospiro[chroman-2,4′-piperidin]-1′-yl]carbonyl}-1H-indazol-1-yl)benzoate). As a reaction SMILES: N1C=CC=CC=1.[CH3:7][C:8]1[C:16]2[C:11](=[CH:12][C:13]([C:17]([N:19]3[CH2:24][CH2:23][C:22]4([CH2:33][C:32](=[O:34])[C:31]5[C:26](=[CH:27][CH:28]=[C:29]([C:35]6[CH:36]=[N:37][N:38]([CH3:40])[CH:39]=6)[CH:30]=5)[O:25]4)[CH2:21][CH2:20]3)=[O:18])=[CH:14][CH:15]=2)[NH:10][N:9]=1.[CH3:41][O:42][C:43]([C:45]1[CH:50]=[CH:49][C:48](B(O)O)=[CH:47][CH:46]=1)=[O:44]>C(Cl)Cl.CC([O-])=O.CC([O-])=O.[Cu+2]>[CH3:7][C:8]1[C:16]2[C:11](=[CH:12][C:13]([C:17]([N:19]3[CH2:20][CH2:21][C:22]4([CH2:33][C:32](=[O:34])[C:31]5[C:26](=[CH:27][CH:28]=[C:29]([C:35]6[CH:36]=[N:37][N:38]([CH3:40])[CH:39]=6)[CH:30]=5)[O:25]4)[CH2:23][CH2:24]3)=[O:18])=[CH:14][CH:15]=2)[N:10]([C:48]2[CH:49]=[CH:50][C:45]([C:43]([O:42][CH3:41])=[O:44])=[CH:46][CH:47]=2)[N:9]=1 |f:4.5.6|. Procedure: Pyridine (0.080 ml, 0.988 mmol) was added to a stirred mixture of 1′-[(3-methyl-1H-indazol-6-yl)carbonyl]-6-(1-methyl-1H-pyrazol-4-yl)spiro[chroman-2,4′-piperidin]-4-one (150 mg, 0.329 mmol), [4-(methoxycarbonyl)phenyl]boronic acid (119 mg, 0.659 mmol), Cu(OAc)2 (90 mg, 0.494 mmol) in CH2Cl2 (1.5 ml) and the mixture was stirred at room temperature overnight. The mixture was filtered and the solvent was evaporated under reduced pressure. The residue was purified by silicagel column chromatography...